This data is from the Open Reaction Database (ORD), a public repository of structured organic reaction records. The task is: describe an organic reaction: reactants, conditions, products, and yield The reactants are FC=1C=C(C=CC1OC)C=1C=C(C(N(N1)CC(C)C)=O)COS(=O)(=O)C (6-(3-fluoro-4-methoxyphenyl)-2-isobutyl-4-methanesulfonyloxymethyl-2H-pyridazin-3-one), CN1CCNCC1 (1-methylpiperazine). The product is FC=1C=C(C=CC1OC)C=1C=C(C(N(N1)CC(C)C)=O)CN1CCN(CC1)C (6-(3-fluoro-4-methoxyphenyl)-2-isobutyl-4-(4-methyl-1-piperazinyl)methyl-2H-pyridazin-3-one). Isolated yield 80.9%. RXN SMILES: [F:1][C:2]1[CH:3]=[C:4]([C:10]2[CH:11]=[C:12]([CH2:21]OS(C)(=O)=O)[C:13](=[O:20])[N:14]([CH2:16][CH:17]([CH3:19])[CH3:18])[N:15]=2)[CH:5]=[CH:6][C:7]=1[O:8][CH3:9].[CH3:27][N:28]1[CH2:33][CH2:32][NH:31][CH2:30][CH2:29]1>>[F:1][C:2]1[CH:3]=[C:4]([C:10]2[CH:11]=[C:12]([CH2:21][N:31]3[CH2:32][CH2:33][N:28]([CH3:27])[CH2:29][CH2:30]3)[C:13](=[O:20])[N:14]([CH2:16][CH:17]([CH3:18])[CH3:19])[N:15]=2)[CH:5]=[CH:6][C:7]=1[O:8][CH3:9]. Procedure details: Following the procedure of Example 1(10), 6-(3-fluoro-4-methoxyphenyl)-2-isobutyl-4-methanesulfonyloxymethyl-2H-pyridazin-3-one and 1-methylpiperazine were reacted to yield the title compound as a yellow oil (yield: 80.9%). Reactants: CC(=O)O, CN(C)Cc1cc(F)c(F)cc1O, [H][H]. The product is Cc1cc(F)c(F)cc1O. Reaction SMILES: [CH3:16][C:17](=[O:18])[OH:19].[F:1][c:2]1[cH:3][c:4]([OH:13])[c:5]([CH2:6][N:7]([CH3:8])[CH3:9])[cH:10][c:11]1[F:12].[H:14][H:15]>>[F:1][c:2]1[cH:3][c:4]([OH:13])[c:5]([CH3:6])[cH:10][c:11]1[F:12]. The reactants are C(C1=CC=CC=C1)OC=1C=C(C=C(C1)F)C1(CCOCC1)C(=O)OCC (ethyl 4-[3-(benzyloxy)-5-fluorophenyl]-3,4,5,6-tetrahydro-2H-pyran-4-carboxylate). The reagents and catalysts are [Pd] (palladium on activated carbon). The solvent is C(C)O (ethanol). Conditions: time 3.25 hour. Yields the product FC=1C=C(C=C(C1)C1(CCOCC1)C(=O)OCC)O (Ethyl 4-(5-fluoro-3-hydroxyphenyl)-3,4,5,6-tetrahydro-2H-pyran-4-carboxylate). Isolated yield 99.9%. RXN SMILES: C([O:8][C:9]1[CH:10]=[C:11]([C:16]2([C:22]([O:24][CH2:25][CH3:26])=[O:23])[CH2:21][CH2:20][O:19][CH2:18][CH2:17]2)[CH:12]=[C:13]([F:15])[CH:14]=1)C1C=CC=CC=1>[Pd].C(O)C>[F:15][C:13]1[CH:14]=[C:9]([OH:8])[CH:10]=[C:11]([C:16]2([C:22]([O:24][CH2:25][CH3:26])=[O:23])[CH2:17][CH2:18][O:19][CH2:20][CH2:21]2)[CH:12]=1. Procedure details: A mixture of ethyl 4-[3-(benzyloxy)-5-fluorophenyl]-3,4,5,6-tetrahydro-2H-pyran-4-carboxylate (2.70 g, 7.5 mmol) and 10% palladium on activated carbon (0.27 g) in ethanol (100 ml) was stirred under a hydrogen atmosphere for 3.25 hr. Catalyst was removed by filtration and evaporation of the filtrate gave the titled compound as a colorless liquid (2.01 g, quantitative yield). The reactants are [Br-].O[C@H]1C[N+]2(CCC1CC2)CC(NC2=NOC=C2)=O ((R)-3-hydroxy-1-(isoxazol-3-ylcarbamoylmethyl)-1-azonia-bicyclo[2.2.2]octane bromide), 2,2′-diphenylpropionic acid, C1(CCCCC1)C(C(=O)O)(C1=CC=CC=C1)O (cyclohexyl-hydroxy-phenyl-acetic acid), [Br-].O[C@H]1C[N+]2(CCC1CC2)CC(NC2=NC=CN=C2)=O ((R)-3-Hydroxy-1-(pyrazin-2-ylcarbamoylmethyl)-1-azonia-bicyclo[2.2.2]octane bromide), [Br-].O[C@H]1C[N+]2(CCC1CC2)CC(NC2=NC=CN=C2)=O ((R)-3-Hydroxy-1-(pyrazin-2-ylcarbamoylmethyl)-1-azonia-bicyclo[2.2.2]octane bromide). Product: [Br-].C1(CCCCC1)C(C(=O)O[C@H]1C[N+]2(CCC1CC2)CC(NC2=NC=CN=C2)=O)(C2=CC=CC=C2)O ((R)-3-(2-Cyclohexyl-2-hydroxy-2-phenyl-acetoxy)-1-(pyrazin-2-ylcarbamoylmethyl)-1-azonia-bicyclo[2.2.2]octane bromide). RXN SMILES: [Br-:1].O[C@@H]1C2CC[N+](CC(=O)NC3C=CON=3)(CC2)C1.[Br-].[OH:21][C@@H:22]1[CH:27]2[CH2:28][CH2:29][N+:24]([CH2:30][C:31](=[O:39])[NH:32][C:33]3[CH:38]=[N:37][CH:36]=[CH:35][N:34]=3)([CH2:25][CH2:26]2)[CH2:23]1.[CH:40]1([C:46]([OH:56])([C:50]2[CH:55]=[CH:54][CH:53]=[CH:52][CH:51]=2)[C:47](O)=[O:48])[CH2:45][CH2:44][CH2:43][CH2:42][CH2:41]1>>[Br-:1].[CH:50]1([C:46]([OH:56])([C:40]2[CH:41]=[CH:42][CH:43]=[CH:44][CH:45]=2)[C:47]([O:21][C@@H:22]2[CH:27]3[CH2:28][CH2:29][N+:24]([CH2:30][C:31](=[O:39])[NH:32][C:33]4[CH:38]=[N:37][CH:36]=[CH:35][N:34]=4)([CH2:25][CH2:26]3)[CH2:23]2)=[O:48])[CH2:55][CH2:54][CH2:53][CH2:52][CH2:51]1 |f:0.1,2.3,5.6|. Reported procedure: This compound is prepared as a diastereomeric mixture using an method analogous to Example 4, by replacing (R)-3-hydroxy-1-(isoxazol-3-ylcarbamoylmethyl)-1-azonia-bicyclo[2.2.2]octane bromide (Intermediate A) with (R)-3-Hydroxy-1-(pyrazin-2-ylcarbamoylmethyl)-1-azonia-bicyclo[2.2.2]octane bromide (Intermediate H) and 2,2′-diphenylpropionic acid with cyclohexyl-hydroxy-phenyl-acetic acid. The reactants are C1(=CC=C(C=C1)S(=O)(=O)OC[C@H]1COC=2C(=C3CC(NC3=CC2)=O)O1)C ((R)-2-(Toluene-4-sulfonyloxymethyl)-2,3,8,9-tetrahydro-7H-1,4-dioxino[2,3-e]indol-8-one), N1C=CC2=C(C=CC=C12)N1CCNCC1 (4-(1H-indol-4-yl)-piperazine). The solvent is C(C)(=O)OCC.CCCCCC (ethyl acetate hexane), CS(=O)C (DMSO). Reaction conditions: temperature 80 celsius. Yields the product N1C=CC2=C(C=CC=C12)N1CCN(CC1)CC1COC=2C(=C3CC(NC3=CC2)=O)O1 (2-[4-(1H-Indol-4-yl)-piperazin-1-ylmethyl]-2,3,8,9-tetrahydro-7H-1.4-dioxino[2.3-e]indol-8-one). The yield is 73.3%. Reaction SMILES: C1(C)C=CC(S(O[CH2:11][C@@H:12]2[O:25][C:16]3=[C:17]4[C:21](=[CH:22][CH:23]=[C:15]3[O:14][CH2:13]2)[NH:20][C:19](=[O:24])[CH2:18]4)(=O)=O)=CC=1.[NH:27]1[C:35]2[C:30](=[C:31]([N:36]3[CH2:41][CH2:40][NH:39][CH2:38][CH2:37]3)[CH:32]=[CH:33][CH:34]=2)[CH:29]=[CH:28]1>CS(C)=O.C(OCC)(=O)C.CCCCCC>[NH:27]1[C:35]2[C:30](=[C:31]([N:36]3[CH2:41][CH2:40][N:39]([CH2:11][CH:12]4[O:25][C:16]5=[C:17]6[C:21](=[CH:22][CH:23]=[C:15]5[O:14][CH2:13]4)[NH:20][C:19](=[O:24])[CH2:18]6)[CH2:38][CH2:37]3)[CH:32]=[CH:33][CH:34]=2)[CH:29]=[CH:28]1 |f:3.4|. Reported procedure: (R)-2-(Toluene-4-sulfonyloxymethyl)-2,3,8,9-tetrahydro-7H-1,4-dioxino[2,3-e]indol-8-one (1.0 g, 2.7 mmole) and 4-(1H-indol-4-yl)-piperazine (2.0 g, 10 mmole) were combined in 30 ml of dry DMSO and heated to 80° C. for 4 hours under an argon atmosphere. After cooling to room temperature, the mixture was diluted with 400 ml of 1:1 ethyl acetate/hexane and washed with 400 ml of saturated sodium bicarbonate solution, with two 250 ml portions of water and with saturated brine. The mixture was dried o... Reactants: C(C=C)(=O)O (acrylic acid), C(C=C)N(CC=C)CC=C (triallyl amine), S(=O)(=O)([O-])OOS(=O)(=O)[O-].[Na+].[Na+] (sodium persulfate), [OH-].[Na+] (sodium hydroxide), S(=O)(=O)(OCCCCCCCCCCCC)[O-].[Na+] (sodium dodecyl sulfate), O (water), S(=O)(=O)(OCCCCCCCCCCCC)[O-].[Na+] (sodium dodecyl sulfate), C=C1C(=O)OC(C1)C (α-methylene-γ-valerolactone), O (water). Run at temperature 75 celsius, time 60 minute. Product: C=C1C(=O)OC(C1)C.C(C=C)N(CC=C)CC=C.C(C=C)(=O)O (α-methylene-γ-valerolactone triallyl amine acrylic acid). As a reaction SMILES: O.S([O-])(OCCCCCCCCCCCC)(=O)=O.[Na+].[CH2:20]=[C:21]1[CH2:26][CH:25]([CH3:27])[O:24][C:22]1=[O:23].[C:28]([OH:32])(=[O:31])[CH:29]=[CH2:30].[CH2:33]([N:36]([CH2:40][CH:41]=[CH2:42])[CH2:37][CH:38]=[CH2:39])[CH:34]=[CH2:35].S(OOS([O-])(=O)=O)([O-])(=O)=O.[Na+].[Na+].[OH-].[Na+]>>[CH2:20]=[C:21]1[CH2:26][CH:25]([CH3:27])[O:24][C:22]1=[O:23].[CH2:33]([N:36]([CH2:40][CH:41]=[CH2:42])[CH2:37][CH:38]=[CH2:39])[CH:34]=[CH2:35].[C:28]([OH:32])(=[O:31])[CH:29]=[CH2:30] |f:1.2,6.7.8,9.10,11.12.13|. Procedure details: To a 150 mL round bottom flask equipped with a magnetic stir bar is added 10.00 g (0.555 mol) water and 0.115 g (3.99×10−4 mol) sodium dodecyl sulfate (20% aqueous solution). The mixture is pre-heated under flowing nitrogen to 75° C., at which time a monomer mixture consisting of 4.725 g (4.18×10−2 mol) α-methylene-γ-valerolactone, 0.250 g (4.16×10−3 mol) acrylic acid, and 0.036 g (2.62×10−4 mol) triallyl amine is added dropwise over 120 minutes. After 5 minutes of monomer mixture addition, an a...